The task is: describe an organic reaction: reactants, conditions, products, and yield. This data is from the Open Reaction Database (ORD), a public repository of structured organic reaction records. The reactants are CO, COc1cc(C(=O)O)cc(OC)c1C, O=S(=O)(O)O. Yields the product COC(=O)c1cc(OC)c(C)c(OC)c1. As a reaction SMILES: [CH3:20][OH:21].[CH3:6][c:7]1[c:8]([O:18][CH3:19])[cH:9][c:10]([C:11](=[O:12])[OH:13])[cH:14][c:15]1[O:16][CH3:17].[S:1](=[O:2])(=[O:3])([OH:4])[OH:5]>>[CH3:6][c:7]1[c:8]([O:18][CH3:19])[cH:9][c:10]([C:11](=[O:12])[O:13][CH3:20])[cH:14][c:15]1[O:16][CH3:17]. The reactants are C([C@@H](O)C1CCCCC1)(=O)O ((S)-hexahydromandelic acid), [OH-].[K+] (KOH), C(C1=CC=CC=C1)Br (benzyl bromide), C(Cl)(Cl)Cl (chloroform). The reagents and catalysts are [N+](CCCC)(CCCC)(CCCC)CCCC.[I-] (Bu4NI). Solvent: C(Cl)Cl (CH2Cl2). The product is O[C@H](C(=O)OCC1=CC=CC=C1)C1CCCCC1 (2-(S)-Hydroxy-2-(cyclohexyl)acetic acid, benzyl ester). Reaction SMILES: [C:1]([OH:11])(=[O:10])[C@H:2]([CH:4]1[CH2:9][CH2:8][CH2:7][CH2:6][CH2:5]1)[OH:3].[OH-].[K+].C(Cl)(Cl)Cl.[CH2:18](Br)[C:19]1[CH:24]=[CH:23][CH:22]=[CH:21][CH:20]=1>[N+](CCCC)(CCCC)(CCCC)CCCC.[I-].C(Cl)Cl>[OH:3][C@@H:2]([CH:4]1[CH2:9][CH2:8][CH2:7][CH2:6][CH2:5]1)[C:1]([O:11][CH2:18][C:19]1[CH:24]=[CH:23][CH:22]=[CH:21][CH:20]=1)=[O:10] |f:1.2,5.6|. Reported procedure: A flask was charged with (S)-hexahydromandelic acid (0.88 g, 5.56 mmol), Bu4NI (0.4 g, 1.1 mmol) and KOH (11.1 mL, 5.56 mmol, 0.5 M in water). 11 mL of chloroform was added followed by benzyl bromide (0.66 mL, 5.56 mmol). The mixture was refluxed for 5 h then cooled and diluted with 100 ml CH2Cl2. The layers were separated and the organic was dried and concentrated. Flash Chromatography (7/1 hexane/EtOAc) gave the desired product. RF: 0.37 (4:1 v/v hexanes/EtOAc); 1H NMR (300 MHz, CDCl3) δ1.11-1... The reactants are ClCCCOc1ccc(C=Cc2nc3ccccc3o2)cc1, Cl, c1c[nH]cn1. Product: C(=Cc1nc2ccccc2o1)c1ccc(OCCCn2ccnc2)cc1. RXN SMILES: [Cl:1][CH2:2][CH2:3][CH2:4][O:5][c:6]1[cH:7][cH:8][c:9]([CH:12]=[CH:13][c:14]2[o:15][c:16]3[c:17]([n:18]2)[cH:19][cH:20][cH:21][cH:22]3)[cH:10][cH:11]1.[ClH:28].[nH:23]1[cH:24][n:25][cH:26][cH:27]1>>[CH2:2]([CH2:3][CH2:4][O:5][c:6]1[cH:7][cH:8][c:9]([CH:12]=[CH:13][c:14]2[o:15][c:16]3[c:17]([n:18]2)[cH:19][cH:20][cH:21][cH:22]3)[cH:10][cH:11]1)[n:23]1[cH:24][n:25][cH:26][cH:27]1. Reactants: CC1=C(C(=CC(=C1)C)C)CC#N (2-(2,4,6-trimethylphenyl)ethanenitrile), ClC1=NC=CN=C1 (chloro-pyrazine), ice, CC(C)([O-])C.[K+] (potassium t-butoxide). Solvent: [Cl-].[NH4+] (ammonium chloride), C1CCOC1 (THF), C1CCOC1 (THF). Reaction conditions: temperature 0 celsius, time 30 minute. Yields the product N1=C(C=NC=C1)C(C#N)C1=C(C=C(C=C1C)C)C (2-Pyrazinyl-2-(2,4,6-trimethylphenyl)ethanenitrile). Isolated yield 90.2%. RXN SMILES: [CH3:1][C:2]1[CH:7]=[C:6]([CH3:8])[CH:5]=[C:4]([CH3:9])[C:3]=1[CH2:10][C:11]#[N:12].Cl[C:14]1[CH:19]=[N:18][CH:17]=[CH:16][N:15]=1.CC(C)([O-])C.[K+]>C1COCC1.[Cl-].[NH4+]>[N:15]1[CH:16]=[CH:17][N:18]=[CH:19][C:14]=1[CH:10]([C:3]1[C:4]([CH3:9])=[CH:5][C:6]([CH3:8])=[CH:7][C:2]=1[CH3:1])[C:11]#[N:12] |f:2.3,5.6|. Procedure details: A mixture of 2-(2,4,6-trimethylphenyl)ethanenitrile (1.6 g) and chloro-pyrazine (1.6 g) in THF (6 mL) is slowly added dropwise to an ice-cold solution of potassium t-butoxide (3.4 g) in THF (10 mL). After the addition, the mixture is further stirred at 0° C. for 30 minutes and then diluted with aqueous ammonium chloride. The resulting mixture is extracted twice with ethyl ether and the combined extracts are washed with saturated brine, dried (Na2SO4), filtered, and concentrated in vacuo. Chromat... The reactants are C(C=CC1=CC=CC=C1)C(C(=S)O)C (Cinnamylthiopropionic acid), C(C=CC1=CC=CC=C1)Br (cinnamyl bromide), C(CS)C(=O)O (mercaptopropionic acid), [H-].[Al+3].[Li+].[H-].[H-].[H-] (lithium aluminium hydride), C(C=CC1=CC=CC=C1)S(=O)(=O)C(C(=O)O)C (cinnamylsulphonylpropionic acid). The solvent is O1CCCC1 (tetrahydrofuran), C(C)(=O)OCC (ethyl acetate). Yields the product OCCCS(=O)(=O)CC=CC1=CC=CC=C1 (cinnamyl 3-hydroxypropyl sulphone). RXN SMILES: C(C(C)[C:11]([OH:13])=S)C=CC1C=CC=CC=1.C(Br)C=CC1C=CC=CC=1.C(C(O)=O)CS.[CH2:31]([S:40]([CH:43]([CH3:47])C(O)=O)(=[O:42])=[O:41])[CH:32]=[CH:33][C:34]1[CH:39]=[CH:38][CH:37]=[CH:36][CH:35]=1.[H-].[Al+3].[Li+].[H-].[H-].[H-]>O1CCCC1.C(OCC)(=O)C>[OH:13][CH2:11][CH2:47][CH2:43][S:40]([CH2:31][CH:32]=[CH:33][C:34]1[CH:35]=[CH:36][CH:37]=[CH:38][CH:39]=1)(=[O:41])=[O:42] |f:4.5.6.7.8.9|. Procedure: Cinnamylthiopropionic acid, m.p. 87° C., was prepared from cinnamyl bromide and mercaptopropionic acid and oxidised by the method described in Example 23(a) to cinnamylsulphonylpropionic acid, m.p. 160° C. This acid was reduced by addition to a stirred suspension of lithium aluminium hydride (2 equivalents) in tetrahydrofuran at -20° to -25° C. and the product formed isolated by ethyl acetate extraction to give cinnamyl 3-hydroxypropyl sulphone, m.p. 86° C. A solution of cinnamyl 3-hydroxylpropy...